describe an organic reaction: reactants, conditions, products, and yield From a dataset of the Open Reaction Database (ORD), a public repository of structured organic reaction records. Starting materials: O=S(=O)([O-])C(F)(F)F, OCC1CCNCC1, C[NH+]1C=CN(S(=O)(=O)n2ccnc2)C1. The product is O=S(=O)(N1CCC(CO)CC1)n1ccnc1. As a reaction SMILES: [F:9][C:10]([F:11])([F:12])[S:13]([O-:14])(=[O:15])=[O:16].[OH:1][CH2:2][CH:3]1[CH2:4][CH2:5][NH:6][CH2:7][CH2:8]1.[n:17]1([S:22](=[O:23])(=[O:24])[N:25]2[CH:26]=[CH:27][NH+:28]([CH3:29])[CH2:30]2)[cH:18][n:19][cH:20][cH:21]1>>[OH:1][CH2:2][CH:3]1[CH2:4][CH2:5][N:6]([S:22]([n:17]2[cH:18][n:19][cH:20][cH:21]2)(=[O:23])=[O:24])[CH2:7][CH2:8]1. The reactants are ClCC(CCl)(O)C1=CC=CC=C1 (1,3-dichloro-2-phenylpropan-2-ol), C1(C=2C(C(N1)=O)=CC=CC2)=O.[K] (potassium phthalimide). Solvent: CN(C=O)C (dimethylformamide). Run at temperature 100 celsius. Product: C1(C=2C(C(N1CC(CN1C(C=3C(C1=O)=CC=CC3)=O)(O)C3=CC=CC=C3)=O)=CC=CC2)=O (1,3-diphthalimido-2-phenylpropan-2-ol). Isolated yield 63.0%. RXN SMILES: Cl[CH2:2][C:3]([C:7]1[CH:12]=[CH:11][CH:10]=[CH:9][CH:8]=1)([OH:6])[CH2:4]Cl.[C:13]1(=[O:23])[NH:17][C:16](=[O:18])[C:15]2=[CH:19][CH:20]=[CH:21][CH:22]=[C:14]12.[K]>CN(C)C=O>[C:13]1(=[O:23])[N:17]([CH2:2][C:3]([C:7]2[CH:12]=[CH:11][CH:10]=[CH:9][CH:8]=2)([OH:6])[CH2:4][N:17]2[C:16](=[O:18])[C:15]3=[CH:19][CH:20]=[CH:21][CH:22]=[C:14]3[C:13]2=[O:23])[C:16](=[O:18])[C:15]2=[CH:19][CH:20]=[CH:21][CH:22]=[C:14]12 |f:1.2,^1:23|. Reported procedure: A mixture of 30.6 g (0.149 mol) of 1,3-dichloro-2-phenylpropan-2-ol, 55.5 g (0.300 mol) of potassium phthalimide and 300 ml of dimethylformamide is heated in a water bath at 100° C. for 4 h. The resulting reaction medium is cooled and evaporated until the volume has been halved, and the insoluble material formed is filtered off, washed with CH3OH and then dried to give 40 g (yield: 63%) of 1,3-diphthalimido-2-phenylpropan-2-ol. The yield is 72.8%. Reported procedure: To a solution of 16.41 g of cyclopentyl-acetic acid in 600 ml of dry DMF 17.30 g of HOBT, 24.54 g of EDC and 30 ml of DIPEA were added at 0° C. After 1 h 27.51 g of 3-amino-4-(1-ethyl-propylamino)-benzoic acid methyl ester and 30 ml of DIPEA were added and the reaction was stirred at rt for 16 h. The reaction was then poured into water and extracted with ethyl acetate three times. The combined organic phases were washed with saturated aqueous sodium bicarbonate solution and brine, dried over mag... The product is COC(C1=CC(=C(C=C1)NC(CC)CC)NC(CC1CCCC1)=O)=O (3-(2-cyclopentyl-acetylamino)-4-(1-ethyl-propylamino)-benzoic acid methyl ester). Reactants: C1(CCCC1)CC(=O)O (cyclopentyl-acetic acid), C=1C=CC2=C(C1)N=NN2O (HOBT), CCN(C(C)C)C(C)C (DIPEA), COC(C1=CC(=C(C=C1)NC(CC)CC)N)=O (3-amino-4-(1-ethyl-propylamino)-benzoic acid methyl ester), CCN(C(C)C)C(C)C (DIPEA). Run at time 16 hour. Reaction SMILES: [CH:1]1([CH2:6][C:7]([OH:9])=O)[CH2:5][CH2:4][CH2:3][CH2:2]1.C1C=CC2N(O)N=NC=2C=1.CCN(C(C)C)C(C)C.[CH3:29][O:30][C:31](=[O:45])[C:32]1[CH:37]=[CH:36][C:35]([NH:38][CH:39]([CH2:42][CH3:43])[CH2:40][CH3:41])=[C:34]([NH2:44])[CH:33]=1>CN(C=O)C.O.C(Cl)CCl>[CH3:29][O:30][C:31](=[O:45])[C:32]1[CH:37]=[CH:36][C:35]([NH:38][CH:39]([CH2:40][CH3:41])[CH2:42][CH3:43])=[C:34]([NH:44][C:7](=[O:9])[CH2:6][CH:1]2[CH2:2][CH2:3][CH2:4][CH2:5]2)[CH:33]=1. Run in CN(C)C=O (DMF), C(CCl)Cl (EDC), O (water). Reactants: [Br-], COc1c(-c2ccc(SC)c(F)c2)cnn(Cc2ccccc2)c1=O, C1CCOC1, CC(C)CC[Mg+]. Yields the product CSc1ccc(-c2cnn(Cc3ccccc3)c(=O)c2CCC(C)C)cc1F. Reaction SMILES: [Br-:26].[CH2:1]([c:2]1[cH:3][cH:4][cH:5][cH:6][cH:7]1)[n:8]1[n:9][cH:10][c:11](-[c:17]2[cH:18][c:19]([F:25])[c:20]([S:23][CH3:24])[cH:21][cH:22]2)[c:12]([O:15][CH3:16])[c:13]1=[O:14].[CH2:33]1[O:34][CH2:35][CH2:36][CH2:37]1.[CH3:27][CH:28]([CH2:29][CH2:30][Mg+:31])[CH3:32]>>[CH2:1]([c:2]1[cH:3][cH:4][cH:5][cH:6][cH:7]1)[n:8]1[n:9][cH:10][c:11](-[c:17]2[cH:18][c:19]([F:25])[c:20]([S:23][CH3:24])[cH:21][cH:22]2)[c:12]([CH2:30][CH2:29][CH:28]([CH3:27])[CH3:32])[c:13]1=[O:14]. Starting materials: [H-].[Na+] (sodium hydride), [Cl-].[Na+] (sodium chloride), C(C)O (ethanol), ClC1=CC=C(N=N1)C(CO)(C)C (2-(6-chloro-pyridazin-3-yl)-2-methylpropanol). The solvent is CS(=O)C (dimethyl sulfoxide), CS(=O)C (dimethyl sulfoxide). Yields the product C(C)OC1=CC=C(N=N1)C(CO)(C)C (2-(6-Ethoxy-pyridazin-3-yl)-2-methyl-propanol). Reaction SMILES: [H-].[Na+].[CH2:3]([OH:5])[CH3:4].Cl[C:7]1[N:12]=[N:11][C:10]([C:13]([CH3:17])([CH3:16])[CH2:14][OH:15])=[CH:9][CH:8]=1.[Cl-].[Na+]>CS(C)=O>[CH2:3]([O:5][C:7]1[N:12]=[N:11][C:10]([C:13]([CH3:17])([CH3:16])[CH2:14][OH:15])=[CH:9][CH:8]=1)[CH3:4] |f:0.1,4.5|. Reported procedure: 1.6 g (0.053 mol) of 80% strength sodium hydride in white oil are suspended in 50 ml of dimethyl sulfoxide and 2.5 g (0.055 mol) of ethanol are added dropwise at 15°-20° C. After completion of gas evolution, a solution of 1.0 g (0.005 mol) of 2-(6-chloro-pyridazin-3-yl)-2-methylpropanol in 20 ml of dimethyl sulfoxide is allowed to run in and the mixure is warmed to 90°-100° C. for 1.5 hours. After cooling, the mixture is poured into concentrated sodium chloride solution and extracted with ether.... Yields the product CCOC(=O)c1cnc2c(ccn2S(=O)(=O)c2ccc(C)cc2)c1NC1CCCCC1. As a reaction SMILES: [CH2:33]([OH:34])[CH2:35][CH2:36][CH3:37].[Cl:1][c:2]1[c:3]2[c:4]([n:5][cH:6][c:7]1[C:8](=[O:9])[O:10][CH2:11][CH3:12])[n:13]([S:16](=[O:17])(=[O:18])[c:19]1[cH:20][cH:21][c:22]([CH3:23])[cH:24][cH:25]1)[cH:14][cH:15]2.[Cl:39][CH2:40][Cl:41].[NH2:26][CH:27]1[CH2:28][CH2:29][CH2:30][CH2:31][CH2:32]1.[OH2:38]>>[c:2]1([NH:26][CH:27]2[CH2:28][CH2:29][CH2:30][CH2:31][CH2:32]2)[c:3]2[c:4]([n:5][cH:6][c:7]1[C:8](=[O:9])[O:10][CH2:11][CH3:12])[n:13]([S:16](=[O:17])(=[O:18])[c:19]1[cH:20][cH:21][c:22]([CH3:23])[cH:24][cH:25]1)[cH:14][cH:15]2. Reactants: CCCCO, CCOC(=O)c1cnc2c(ccn2S(=O)(=O)c2ccc(C)cc2)c1Cl, ClCCl, NC1CCCCC1, O. Starting materials: O (water), COC=1C=CC2=C(CCN(C(N2)=O)C2CCNCC2)C1 (7-methoxy-3-piperidin-4-yl-1,3,4,5-tetrahydro-1,3-benzodiazepin-2-one), ClC1=CC(=NC(=N1)C1CC1)OC1=CC2=C(NC(O2)=O)C(=C1)C (6-(6-chloro-2-cyclopropylpyrimidin-4-yloxy)-4-methylbenzo[d]oxazol-2(3H)-one), CCN(C(C)C)C(C)C (DIPEA). The solvent is CN(C)C=O (DMF). The product is C1(CC1)C1=NC(=CC(=N1)OC1=CC2=C(NC(O2)=O)C(=C1)C)N1CCC(CC1)N1C(NC2=C(CC1)C=C(C=C2)OC)=O (6-(2-cyclopropyl-6-(4-(7-methoxy-2-oxo-4,5-dihydro-1H-benzo[d][1,3]diazepin-3(2H)-yl)piperidin-1-yl)pyrimidin-4-yloxy)-4-methylbenzo[d]oxazol-2(3H)-one). As a reaction SMILES: [CH3:1][O:2][C:3]1[CH:4]=[CH:5][C:6]2[NH:12][C:11](=[O:13])[N:10]([CH:14]3[CH2:19][CH2:18][NH:17][CH2:16][CH2:15]3)[CH2:9][CH2:8][C:7]=2[CH:20]=1.Cl[C:22]1[N:27]=[C:26]([CH:28]2[CH2:30][CH2:29]2)[N:25]=[C:24]([O:31][C:32]2[CH:41]=[C:40]([CH3:42])[C:35]3[NH:36][C:37](=[O:39])[O:38][C:34]=3[CH:33]=2)[CH:23]=1.CCN(C(C)C)C(C)C.O>CN(C=O)C>[CH:28]1([C:26]2[N:25]=[C:24]([O:31][C:32]3[CH:41]=[C:40]([CH3:42])[C:35]4[NH:36][C:37](=[O:39])[O:38][C:34]=4[CH:33]=3)[CH:23]=[C:22]([N:17]3[CH2:18][CH2:19][CH:14]([N:10]4[CH2:9][CH2:8][C:7]5[CH:20]=[C:3]([O:2][CH3:1])[CH:4]=[CH:5][C:6]=5[NH:12][C:11]4=[O:13])[CH2:15][CH2:16]3)[N:27]=2)[CH2:30][CH2:29]1. Reported procedure: 39 mg (0.14 mmol) 7-methoxy-3-piperidin-4-yl-1,3,4,5-tetrahydro-1,3-benzodiazepin-2-one, 39 mg (0.12 mmol) 6-(6-chloro-2-cyclopropylpyrimidin-4-yloxy)-4-methylbenzo[d]oxazol-2(3H)-one and 0.10 mL (0.57 mmol) DIPEA in 1.0 mL DMF were stirred for 2 h at 90° C. The reaction mixture was mixed with water. The precipitate formed was suction filtered, washed and dried.